This data is from the Open Reaction Database (ORD), a public repository of structured organic reaction records. The task is: describe an organic reaction: reactants, conditions, products, and yield The reactants are Cl (HCl), [OH-].[K+] (Potassium hydroxide), FC=1C=C(C(=O)O)C=CC1[N+](=O)[O-] (3-fluoro-4-nitrobenzoic acid), C(C)O (ethanol), 300W. The product is C(C)OC=1C=C(C(=O)O)C=CC1[N+](=O)[O-] (3-ethoxy-4-nitro-benzoic acid). RXN SMILES: [OH-].[K+].F[C:4]1[CH:5]=[C:6]([CH:10]=[CH:11][C:12]=1[N+:13]([O-:15])=[O:14])[C:7]([OH:9])=[O:8].Cl.[CH2:17]([OH:19])[CH3:18]>>[CH2:17]([O:19][C:4]1[CH:5]=[C:6]([CH:10]=[CH:11][C:12]=1[N+:13]([O-:15])=[O:14])[C:7]([OH:9])=[O:8])[CH3:18] |f:0.1|. Procedure: Potassium hydroxide (0.278 g) was added to a solution of 3-fluoro-4-nitrobenzoic acid (0.4 g) in ethanol (7 ml) and the reaction treated with microwaves (300W, 100° C.) for 55 minutes. The reaction mixture was acidified using 2N HCl and extracted with ethyl acetate. The extracts were combined, washed with water, dried (MgSO4) and evaporated to give 3-ethoxy-4-nitro-benzoic acid (0.325 g).